This data is from the Open Reaction Database (ORD), a public repository of structured organic reaction records. The task is: describe an organic reaction: reactants, conditions, products, and yield The reactants are O=Cc1c(Cl)[nH]c2ccccc12, OB(O)c1ccc(-c2ccccc2)cc1. The product is O=Cc1c(Cl)n(-c2ccc(-c3ccccc3)cc2)c2ccccc12. Reaction SMILES: [Cl:1][c:2]1[nH:3][c:4]2[cH:5][cH:6][cH:7][cH:8][c:9]2[c:10]1[CH:11]=[O:12].[c:13]1(-[c:22]2[cH:23][cH:24][cH:25][cH:26][cH:27]2)[cH:14][cH:15][c:16]([B:19]([OH:20])[OH:21])[cH:17][cH:18]1>>[Cl:1][c:2]1[n:3](-[c:16]2[cH:15][cH:14][c:13](-[c:22]3[cH:23][cH:24][cH:25][cH:26][cH:27]3)[cH:18][cH:17]2)[c:4]2[cH:5][cH:6][cH:7][cH:8][c:9]2[c:10]1[CH:11]=[O:12]. Starting materials: Cl.N(N)C=1N(C=CN1)C (2-Hydrazinyl-1-methyl-1H-imidazole hydrochloride), O(C1=CC=CC=C1)C1=NC=NC(=C1C=O)OC1=CC=CC=C1 (4,6-diphenoxypyrimidine-5-carbaldehyde), CCN(CC)P1(=NC(C)(C)C)NCCCN1C (2-tert-Butylimino-2-diethylamino-1,3-dimethyl-perhydro-1,3,2-diazaphosphorine on polystyrene). The solvent is C1CCOC1 (THF). Run at time 5 minute. The product is CN1C(=NC=C1)N1N=CC=2C1=NC=NC2OC2=CC=CC=C2 (1-(1-methyl-1H-imidazol-2-yl)-4-phenoxy-1H-pyrazolo[3,4-d]pyrimidine). Isolated yield 31.7%. As a reaction SMILES: Cl.[NH:2]([C:4]1[N:5]([CH3:9])[CH:6]=[CH:7][N:8]=1)[NH2:3].[O:10]([C:17]1[C:22]([CH:23]=O)=[C:21](OC2C=CC=CC=2)[N:20]=[CH:19][N:18]=1)[C:11]1[CH:16]=[CH:15][CH:14]=[CH:13][CH:12]=1.CCN(P1(N(C)CCCN1)=NC(C)(C)C)CC>C1COCC1>[CH3:9][N:5]1[CH:6]=[CH:7][N:8]=[C:4]1[N:2]1[C:21]2=[N:20][CH:19]=[N:18][C:17]([O:10][C:11]3[CH:12]=[CH:13][CH:14]=[CH:15][CH:16]=3)=[C:22]2[CH:23]=[N:3]1 |f:0.1|. Procedure: 2-Hydrazinyl-1-methyl-1H-imidazole hydrochloride (Intermediate AV2) (305 mg, 2.05 mmol) was added to 4,6-diphenoxypyrimidine-5-carbaldehyde (Intermediate Z2) (600 mg, 2.05 mmol) in THF (15 mL) the resulting solution was stirred at room temperature for 5 minutes. 2-tert-Butylimino-2-diethylamino-1,3-dimethyl-perhydro-1,3,2-diazaphosphorine on polystyrene (2.8 g, 6.2 mmol) was added and sealed into a microwave tube. The reaction was heated to 120° C. for 10 hours in the microwave reactor and coole...